From a dataset of the Open Reaction Database (ORD), a public repository of structured organic reaction records. describe an organic reaction: reactants, conditions, products, and yield The reactants are N#Cc1ccc(C(CC(O)c2ccc(F)cc2)n2cncn2)cc1, CO, [K+], O=S(=O)([O-])O. The product is N#Cc1ccc(C(C=Cc2ccc(F)cc2)n2cncn2)cc1. As a reaction SMILES: [C:1](#[N:2])[c:3]1[cH:4][cH:5][c:6]([CH:9]([CH2:10][CH:11]([OH:12])[c:13]2[cH:14][cH:15][c:16]([F:19])[cH:17][cH:18]2)[n:20]2[n:21][cH:22][n:23][cH:24]2)[cH:7][cH:8]1.[CH3:31][OH:32].[K+:30].[S:25]([O-:26])([OH:27])(=[O:28])=[O:29]>>[C:1](#[N:2])[c:3]1[cH:4][cH:5][c:6]([CH:9]([CH:10]=[CH:11][c:13]2[cH:14][cH:15][c:16]([F:19])[cH:17][cH:18]2)[n:20]2[n:21][cH:22][n:23][cH:24]2)[cH:7][cH:8]1.